This data is from the Open Reaction Database (ORD), a public repository of structured organic reaction records. The task is: describe an organic reaction: reactants, conditions, products, and yield Starting materials: CO, COc1cc([N+](=O)[O-])cc(F)c1-n1cnc(C)n1. Yields the product COc1cc(N)cc(F)c1-n1cnc(C)n1. Reaction SMILES: [CH3:19][OH:20].[F:1][c:2]1[c:3](-[n:13]2[n:14][c:15]([CH3:18])[n:16][cH:17]2)[c:4]([O:11][CH3:12])[cH:5][c:6]([N+:8]([O-:9])=[O:10])[cH:7]1>>[F:1][c:2]1[c:3](-[n:13]2[n:14][c:15]([CH3:18])[n:16][cH:17]2)[c:4]([O:11][CH3:12])[cH:5][c:6]([NH2:8])[cH:7]1. Reactants: N1=CNC(C2=C1CCNC2)=O (5,6,7,8-tetrahydro-3H-pyrido[4,3-d]pyrimidin-4-one), C(C)(C)N(C(C)C)CC (N,N-diisopropylethylamine), ClC1=NC=C(C=C1)C (2-chloro-5-methylpyridine), O1CCOCC1 (1,4-dioxane). The solvent is C(Cl)(Cl)Cl.CC(C)O (chloroform IPA), CN(C(C)=O)C (N,N-dimethylacetamide). Conditions: temperature 150 celsius. Yields the product CC=1C=CC(=NC1)N1CC2=C(N=CNC2=O)CC1 (5,6,7,8-Tetrahydro-6-(5-methylpyridin-2-yl)pyrido[4,3-d]pyrimidin-4(3H)-one). Yield: 48.5%. As a reaction SMILES: [N:1]1[C:6]2[CH2:7][CH2:8][NH:9][CH2:10][C:5]=2[C:4](=[O:11])[NH:3][CH:2]=1.Cl[C:13]1[CH:18]=[CH:17][C:16]([CH3:19])=[CH:15][N:14]=1.O1CCOCC1.C(N(CC)C(C)C)(C)C>C(Cl)(Cl)Cl.CC(O)C.CN(C)C(=O)C>[CH3:19][C:16]1[CH:17]=[CH:18][C:13]([N:9]2[CH2:8][CH2:7][C:6]3[N:1]=[CH:2][NH:3][C:4](=[O:11])[C:5]=3[CH2:10]2)=[N:14][CH:15]=1 |f:4.5|. Reported procedure: Into a 20 mL microwave tube was combined 5,6,7,8-tetrahydro-3H-pyrido[4,3-d]pyrimidin-4-one (0.280 g, 1.83 mmol), 2-chloro-5-methylpyridine (0.47 g, 3.7 mmol), 1,4-dioxane (2.5 mL), N,N-diisopropylethylamine (0.64 mL, 3.7 mmol) and N,N-dimethylacetamide (0.5 mL). The mixture was heated via microwave at 150° C. for 4 hours. The mixture was reduced in vacuo and taken up in chloroform:IPA (3:1) (50 mL). The organic phase was washed with sodium bicarbonate and brine (1×50 mL), dried over sodium sulf... Procedure details: A mixture of piperazine-1-carboxylic acid tert-butyl ester (18.6 g, 0.1 mol), 4-fluoro-benzoic acid ethyl ester (16.8 g, 1 mol) and potassium carbonate (0.15 mol) in dimethylsulfoxide (100 mL) was stirred at 120° C. for 24 h. The reaction mixture was cooled to room temperature and poured into water (1 L). The solid precipitate was filtered, washed with water, and concentrated to dryness to provide the title compound (20 g, 60% yield) as a white solid. 1H NMR (CDCl3, 400 MHz) δ (ppm) 7.91 (d, 2H)... As a reaction SMILES: [C:1]([O:5][C:6]([N:8]1[CH2:13][CH2:12][NH:11][CH2:10][CH2:9]1)=[O:7])([CH3:4])([CH3:3])[CH3:2].[CH2:14]([O:16][C:17](=[O:25])[C:18]1[CH:23]=[CH:22][C:21](F)=[CH:20][CH:19]=1)[CH3:15].C(=O)([O-])[O-].[K+].[K+].O>CS(C)=O>[C:1]([O:5][C:6]([N:8]1[CH2:13][CH2:12][N:11]([C:21]2[CH:22]=[CH:23][C:18]([C:17]([O:16][CH2:14][CH3:15])=[O:25])=[CH:19][CH:20]=2)[CH2:10][CH2:9]1)=[O:7])([CH3:4])([CH3:2])[CH3:3] |f:2.3.4|. The product is C(C)(C)(C)OC(=O)N1CCN(CC1)C1=CC=C(C=C1)C(=O)OCC (4-(4-Ethoxycarbonyl-phenyl)-piperazine-1-carboxylic acid tert-butyl ester). Isolated yield 59.8%. Run in CS(=O)C (dimethylsulfoxide). Conditions: temperature 120 celsius, time 24 hour. Reactants: O (water), C(C)(C)(C)OC(=O)N1CCNCC1 (piperazine-1-carboxylic acid tert-butyl ester), C(C)OC(C1=CC=C(C=C1)F)=O (4-fluoro-benzoic acid ethyl ester), C([O-])([O-])=O.[K+].[K+] (potassium carbonate). Reactants: Compound II, ClC1=CC=C(CNC(NOCC(=O)O)=O)C=C1 (2-(3-(4-chlorobenzyl)ureidooxy)acetic acid), N[C@H](C(=O)N(CC1=CC=CC2=CC=CC=C12)[C@H](C(OCC)OCC)C)C ((S)-2-amino-N—((S)-1,1-diethoxypropan-2-yl)-N-(naphthalen-1-ylmethyl)-propanamide). The product is ClC1=CC=C(CNC(=O)NOCC(=O)N[C@H](C(=O)N(CC2=CC=CC3=CC=CC=C23)[C@H](C(OCC)OCC)C)C)C=C1 (1-(4-chlorobenzyl)-3-(2-((S)-1-(((S)-1,1-diethoxypropan-2-yl)(naphthalen-1-ylmethyl)amino)-1-oxopropan-2-ylamino)-2-oxoethoxy)urea). RXN SMILES: [Cl:1][C:2]1[CH:17]=[CH:16][C:5]([CH2:6][NH:7][C:8](=[O:15])[NH:9][O:10][CH2:11][C:12]([OH:14])=O)=[CH:4][CH:3]=1.[NH2:18][C@@H:19]([CH3:43])[C:20]([N:22]([C@@H:34]([CH3:42])[CH:35]([O:39][CH2:40][CH3:41])[O:36][CH2:37][CH3:38])[CH2:23][C:24]1[C:33]2[C:28](=[CH:29][CH:30]=[CH:31][CH:32]=2)[CH:27]=[CH:26][CH:25]=1)=[O:21]>>[Cl:1][C:2]1[CH:3]=[CH:4][C:5]([CH2:6][NH:7][C:8]([NH:9][O:10][CH2:11][C:12]([NH:18][C@@H:19]([CH3:43])[C:20]([N:22]([C@@H:34]([CH3:42])[CH:35]([O:39][CH2:40][CH3:41])[O:36][CH2:37][CH3:38])[CH2:23][C:24]2[C:33]3[C:28](=[CH:29][CH:30]=[CH:31][CH:32]=3)[CH:27]=[CH:26][CH:25]=2)=[O:21])=[O:14])=[O:15])=[CH:16][CH:17]=1. Procedure: According to the procedure described in the synthesis method of Compound II-15, 2-(3-(4-chlorobenzyl)ureidooxy)acetic acid (Compound VI-11) 108 mg (0.42 mmol) was coupled with (S)-2-amino-N—((S)-1,1-diethoxypropan-2-yl)-N-(naphthalen-1-ylmethyl)-propanamide (Compound IV-10) 100 mg (0.28 mmol) to obtain the title compound. The reactants are CC(C)(C)OO, OCC=CC1OC1C#CC#CC#Cc1ccccc1, c1ccccc1. Product: OCC1OC1C1OC1C#CC#CC#Cc1ccccc1. Reaction SMILES: [C:20]([CH3:22])([CH3:23])([O:24][OH:21])[CH3:25].[c:1]1([C:7]#[C:8][C:9]#[C:10][C:11]#[C:12][CH:13]2[CH:14]([CH:16]=[CH:17][CH2:18][OH:19])[O:15]2)[cH:2][cH:3][cH:4][cH:5][cH:6]1.[cH:26]1[cH:27][cH:28][cH:29][cH:30][cH:31]1>>[c:1]1([C:7]#[C:8][C:9]#[C:10][C:11]#[C:12][CH:13]2[CH:14]([CH:16]3[CH:17]([CH2:18][OH:19])[O:24]3)[O:15]2)[cH:2][cH:3][cH:4][cH:5][cH:6]1. Starting materials: C(C=C)OC(=O)C=1C(=C(C(=O)OCC=C)C=CC1)[N+](=O)[O-] (allyl 3-allyloxycarbonyl-2-nitrobenzoate). Solvent: C(C)O (ethanol). Product: C(C=C)OC(=O)C=1C(=C(C(=O)OCC=C)C=CC1)N (allyl 3-allyloxycarbonyl-2-aminobenzoate). RXN SMILES: [CH2:1]([O:4][C:5]([C:7]1[C:8]([N+:19]([O-])=O)=[C:9]([CH:16]=[CH:17][CH:18]=1)[C:10]([O:12][CH2:13][CH:14]=[CH2:15])=[O:11])=[O:6])[CH:2]=[CH2:3]>C(O)C>[CH2:1]([O:4][C:5]([C:7]1[C:8]([NH2:19])=[C:9]([CH:16]=[CH:17][CH:18]=1)[C:10]([O:12][CH2:13][CH:14]=[CH2:15])=[O:11])=[O:6])[CH:2]=[CH2:3]. Reported procedure: The above nitro compound was reduced by the method described in example 6, except that the solvent was ethanol, to give allyl 3-allyloxycarbonyl-2-aminobenzoate. Starting materials: C(C)OC(C(CC(C)(C1=CC=CC=C1)C)=O)=O (4-methyl-4-phenyl-2-oxopentanoic acid-ethyl ester), C1(=CC=CC=C1)[Mg]Cl.C1CCOC1 (phenylmagnesium chloride THF), product. Product: C(C)OC(C(CC(C)(C)C1=CC=CC=C1)(O)C1=CC=CC=C1)=O (2,4-Diphenyl-2-hydroxy-4-methylpentanoic Acid-ethyl Ester). As a reaction SMILES: [CH2:1]([O:3][C:4](=[O:17])[C:5](=[O:16])[CH2:6][C:7]([CH3:15])([C:9]1[CH:14]=[CH:13][CH:12]=[CH:11][CH:10]=1)[CH3:8])[CH3:2].[C:18]1([Mg]Cl)[CH:23]=[CH:22][CH:21]=[CH:20][CH:19]=1.C1COCC1>>[CH2:1]([O:3][C:4](=[O:17])[C:5]([C:18]1[CH:23]=[CH:22][CH:21]=[CH:20][CH:19]=1)([OH:16])[CH2:6][C:7]([C:9]1[CH:14]=[CH:13][CH:12]=[CH:11][CH:10]=1)([CH3:8])[CH3:15])[CH3:2] |f:1.2|. Reported procedure: Analogously to Example 1, 1.0 g of 4-methyl-4-phenyl-2-oxopentanoic acid-ethyl ester is converted with 2.14 ml of a 2 M phenylmagnesium chloride-THF solution into 980 mg of product. The reactants are O=C([O-])[O-], O=C(Cl)OCc1ccccc1, CC(C)(C)C(N)C(=O)O, [Na+], [Na+], [Na+], O=C([O-])O, O. The product is CC(C)(C)C(NC(=O)OCc1ccccc1)C(=O)O. RXN SMILES: [C:26](=[O:27])([O-:28])[O-:29].[Cl:15][C:16](=[O:17])[O:18][CH2:19][c:20]1[cH:21][cH:22][cH:23][cH:24][cH:25]1.[NH2:1][CH:2]([C:3]([CH3:4])([CH3:5])[CH3:6])[C:7](=[O:8])[OH:9].[Na+:14].[Na+:30].[Na+:31].[O-:10][C:11]([OH:12])=[O:13].[OH2:32]>>[NH:1]([CH:2]([C:3]([CH3:4])([CH3:5])[CH3:6])[C:7](=[O:8])[OH:9])[C:16](=[O:17])[O:18][CH2:19][c:20]1[cH:21][cH:22][cH:23][cH:24][cH:25]1.